From a dataset of the Open Reaction Database (ORD), a public repository of structured organic reaction records. describe an organic reaction: reactants, conditions, products, and yield The reactants are CC#N, N#CCCl, c1ccc2c(N3CCNCC3)n[nH]c2c1, [Na+], O=C([O-])O. The product is N#CCN1CCN(c2n[nH]c3ccccc23)CC1. RXN SMILES: [CH3:25][C:26]#[N:27].[Cl:21][CH2:22][C:23]#[N:24].[N:1]1([c:7]2[n:8][nH:9][c:10]3[cH:11][cH:12][cH:13][cH:14][c:15]23)[CH2:2][CH2:3][NH:4][CH2:5][CH2:6]1.[Na+:20].[O-:16][C:17]([OH:18])=[O:19]>>[N:1]1([c:7]2[n:8][nH:9][c:10]3[cH:11][cH:12][cH:13][cH:14][c:15]23)[CH2:2][CH2:3][N:4]([CH2:22][C:23]#[N:24])[CH2:5][CH2:6]1. Run in O1CCOCC1 (dioxane), CCO (EtOH). The reagents and catalysts are CN(C)C=1C=CN=CC1 (DMAP), [Pd] (Pd/C). Yield: 23.0%. Reactants: C(C1=CC=CC=C1)OC(C1=CC=C(C=C1)F)=O (4-fluoro-benzoic acid benzyl ester), C(C)(C)N(CC)C(C)C (diisopropyl ethyl amine), N1CCC(C(=O)OCC)CC1 (ethyl isonipecotate), N1CCC(C(=O)OCC)CC1 (ethyl isonipecotate), N1CCC(C(=O)OCC)CC1 (ethyl isonipecotate), [H][H] (hydrogen). Procedure: A solution of 4-fluoro-benzoic acid benzyl ester (720 mg, 3.13 mmol) in dioxane (10 mL) was treated with diisopropyl ethyl amine (1.64 mL, 9.39 mmol), ethyl isonipecotate (1.54 g, 9.39 mmol), a catalytic amount of DMAP and heated in a sealed tube at 120° C. for approximately 18 h. The mixture was then cooled, followed addition of another portion of ethyl isonipecotate (1.54 g, 9.39 mmol) and the mixture was reheated at 120° C. After stirring for one more day the mixture was cooled, another porti... Run at temperature 120 celsius. Product: C(C)OC(=O)C1CCN(CC1)C1=CC=C(C=C1)C(=O)O (1-(4-Carboxy-phenyl)-piperidine-4-carboxylic acid ethyl ester). RXN SMILES: C([O:8][C:9](=[O:17])[C:10]1[CH:15]=[CH:14][C:13](F)=[CH:12][CH:11]=1)C1C=CC=CC=1.C(N(C(C)C)CC)(C)C.[NH:27]1[CH2:37][CH2:36][CH:30]([C:31]([O:33][CH2:34][CH3:35])=[O:32])[CH2:29][CH2:28]1.[H][H]>O1CCOCC1.CN(C1C=CN=CC=1)C.CCO.[Pd]>[CH2:34]([O:33][C:31]([CH:30]1[CH2:36][CH2:37][N:27]([C:13]2[CH:12]=[CH:11][C:10]([C:9]([OH:8])=[O:17])=[CH:15][CH:14]=2)[CH2:28][CH2:29]1)=[O:32])[CH3:35]. Starting materials: CCN(C(C)C)C(C)C, COCC1CNCCN1, COC(=O)c1cnc(Cl)nc1, ClCCl. The product is COCC1CN(c2ncc(C(=O)OC)cn2)CCN1. Reaction SMILES: [CH2:21]([N:22]([CH:23]([CH3:24])[CH3:25])[CH:26]([CH3:27])[CH3:28])[CH3:29].[CH3:12][O:13][CH2:14][CH:15]1[NH:16][CH2:17][CH2:18][NH:19][CH2:20]1.[Cl:1][c:2]1[n:3][cH:4][c:5]([C:8](=[O:9])[O:10][CH3:11])[cH:6][n:7]1.[Cl:30][CH2:31][Cl:32]>>[c:2]1([N:19]2[CH2:18][CH2:17][NH:16][CH:15]([CH2:14][O:13][CH3:12])[CH2:20]2)[n:3][cH:4][c:5]([C:8](=[O:9])[O:10][CH3:11])[cH:6][n:7]1. Reactants: C(C)(=O)C1=CC=C(C=C1)C1=CC=CC=C1 (4-acetyl-biphenyl), Cl.C(C)OC(CN)=O (glycine ethyl ester hydrochloride), [BH4-].[Na+] (NaBH4). The reagents and catalysts are CC([O-])C.[Ti+4].CC([O-])C.CC([O-])C.CC([O-])C (Titanium isopropoxide). Solvent: CO (MeOH). Reaction conditions: time 8 hour. The product is COC(CNC(C)C1=CC=C(C=C1)C1=CC=CC=C1)=O ((1-biphenyl-4-yl-ethylamino)-acetic acid methyl ester). Yield: 21.6%. Reaction SMILES: [C:1]([C:4]1[CH:9]=[CH:8][C:7]([C:10]2[CH:15]=[CH:14][CH:13]=[CH:12][CH:11]=2)=[CH:6][CH:5]=1)(=O)[CH3:2].Cl.[CH2:17]([O:19][C:20](=[O:23])[CH2:21][NH2:22])C.[BH4-].[Na+]>CO.CC(C)[O-].[Ti+4].CC(C)[O-].CC(C)[O-].CC(C)[O-]>[CH3:17][O:19][C:20](=[O:23])[CH2:21][NH:22][CH:1]([C:4]1[CH:9]=[CH:8][C:7]([C:10]2[CH:15]=[CH:14][CH:13]=[CH:12][CH:11]=2)=[CH:6][CH:5]=1)[CH3:2] |f:1.2,3.4,6.7.8.9.10|. Procedure: Titanium isopropoxide (4.4 g, 4.6 mL, and 15.5 mmol) was added to a stirred solution of 4-acetyl-biphenyl (1 g, 5.1 mmol) and glycine ethyl ester hydrochloride (2.2 g, 16.0 mmol) in MeOH (20 mL) and stirring continued at room temperature overnight. NaBH4 (800 mg, 20 mmol) was added in portion wise and the resulting mixture was stirred at room temperature for 10 hrs. The above mixture was quenched with 2N aqueous NH3 solution, filtered the solid precipitated. The filtrate was extracted with EtOAc... As a reaction SMILES: [CH3:1][Si]([N-][Si](C)(C)C)(C)C.[K+].[Br-].[F:12][C:13]1[CH:18]=[CH:17][C:16]([N+:19]([O-:21])=[O:20])=[CH:15][C:14]=1[C:22](=O)[CH3:23]>C1(C)C=CC=CC=1.C1COCC1>[F:12][C:13]1[CH:18]=[CH:17][C:16]([N+:19]([O-:21])=[O:20])=[CH:15][C:14]=1[C:22]([CH3:23])=[CH2:1] |f:0.1|. Conditions: time 1 hour. Starting materials: FC1=C(C=C(C=C1)[N+](=O)[O-])C(C)=O (1-(2-fluoro-5-nitrophenyl)ethanone), C[Si](C)(C)[N-][Si](C)(C)C.[K+] (KHMDS), [Br-] (bromide). Yields the product FC1=C(C=C(C=C1)[N+](=O)[O-])C(=C)C (1-fluoro-4-nitro-2-(prop-1-en-2-yl)benzene). Procedure: KHMDS(1 eq) in toluene is added dropwise over 5 minutes to a stirred suspension of triphenylphosphinemethyl bromide(1.2 eq) in THF at −78° C. under nitrogen. After complete addition solution is allowed to warm to room temperature for 5 minutes then cooled a second time to −78° C. 1-(2-fluoro-5-nitrophenyl)ethanone(1 eq) in THF is then added via cannulla into the cold suspension over 10 minutes. Resulting mixture is then allowed to warm to room temperature and stirred for 1 h. Solvent is then rem... The solvent is C1CCOC1 (THF), C1(=CC=CC=C1)C (toluene), C1CCOC1 (THF).